The task is: describe an organic reaction: reactants, conditions, products, and yield. This data is from the Open Reaction Database (ORD), a public repository of structured organic reaction records. Starting materials: CC(CCN)(C)C (3,3-dimethyl butylamine), ClCCN=C=O (2-Chloroethyl isocyanate), ( 2H ), ( 2H ), ( 1H ), ( 1H ), ( 9H ), ( 4H ). Solvent: C(C)OCC (diethyl ether), CCOCC (ether). Conditions: time 2 hour. The product is C(CC(C)(C)C)NC(=O)NCCCl (1-Neohexyl-3-(2-Chloroethyl) Urea). RXN SMILES: [CH3:1][C:2]([CH3:7])([CH3:6])[CH2:3][CH2:4][NH2:5].[Cl:8][CH2:9][CH2:10][N:11]=[C:12]=[O:13]>C(OCC)C>[CH2:4]([NH:5][C:12]([NH:11][CH2:10][CH2:9][Cl:8])=[O:13])[CH2:3][C:2]([CH3:7])([CH3:6])[CH3:1]. Procedure: A 5 g quantity of 3,3-dimethyl butylamine (0.5 mol) was dissolved in 30 ml of anhydrous diethyl ether and stirred on an ice bath. 2-Chloroethyl isocyanate (5.25 g, 0.5 mol) dissolved in 15 ml of ether was added maintaining a temperature of 10° C. or less, and stirring continued for 2 hrs. Filtering the product and washing with four 5 ml portions of chilled ether afforded 6.2 g (60%) which melted at 84° C. (decomposes). IR analysis showed peaks at 1625/cm (C=O) and 1580/cm (N--C=O). NMR: singlet ... Reactants: C(C)OC(C(C(=O)OCC)C1=NC2=NC=CC(=C2C=C1)NC1=C(C=CC(=C1)C)SC1=CC=C(C=C1)NC(C)=O)=O (2-{5-[2-(4-Acetylamino-phenylsulfanyl)-5-methyl-phenylamino]-[1,8]naphthyridin-2-yl}-malonic acid diethyl ester), [BH4-].[Na+] (NaBH4). Run in CCO (EtOH). Product: OCCC1=CC=C2C(=CC=NC2=N1)NC1=C(C=CC(=C1)C)SC1=CC=C(C=C1)NC(C)=O (N-(4-{2-[7-(2-Hydroxy-ethyl)-[1,8]naphthyridin-4-ylamino]-4-methyl-phenylsulfanyl}-phenyl)-acetamide). Reaction SMILES: C([O:3][C:4](=O)[CH:5]([C:11]1[CH:20]=[CH:19][C:18]2[C:13](=[N:14][CH:15]=[CH:16][C:17]=2[NH:21][C:22]2[CH:27]=[C:26]([CH3:28])[CH:25]=[CH:24][C:23]=2[S:29][C:30]2[CH:35]=[CH:34][C:33]([NH:36][C:37](=[O:39])[CH3:38])=[CH:32][CH:31]=2)[N:12]=1)C(OCC)=O)C.[BH4-].[Na+]>CCO>[OH:3][CH2:4][CH2:5][C:11]1[N:12]=[C:13]2[C:18]([C:17]([NH:21][C:22]3[CH:27]=[C:26]([CH3:28])[CH:25]=[CH:24][C:23]=3[S:29][C:30]3[CH:31]=[CH:32][C:33]([NH:36][C:37](=[O:39])[CH3:38])=[CH:34][CH:35]=3)=[CH:16][CH:15]=[N:14]2)=[CH:19][CH:20]=1 |f:1.2|. Reported procedure: The product from Example 23b (56 mg, 0.10 mmol) was reacted with NaBH4 (40 mg, 1.00 mmol) in 5 mL EtOH for 24 h. Quenched with aqueous NH4Cl and adjusted to pH 7 with dilute HCl. Extracted with EtOAc and dried over Na2SO4, filtered and concentrated under vacuum giving the crude title compound which was purified by HPLC with TFA giving the trifluoroacetic acid salt (15 mg, 25%). 1H NMR (300 MHz, DMSO-d6) δ ppm: 2.04 (s, 3 H) 2.35 (s, 3 H) 3.16 (t, J=6.43 Hz, 2 H) 3.91 (t, J=6.25 Hz, 2 H) 6.31 (d,... Starting materials: O=C([O-])[O-], CC(CS)C(=O)O, NS(=O)(=O)c1cc(C(=O)Cl)ccc1Cl, [K+], [K+], O. The product is CC(CSC(=O)c1ccc(Cl)c(S(N)(=O)=O)c1)C(=O)O. RXN SMILES: [C:8](=[O:9])([O-:10])[O-:11].[CH3:1][CH:2]([C:3](=[O:4])[OH:5])[CH2:6][SH:7].[Cl:14][c:15]1[c:16]([S:24]([NH2:25])(=[O:26])=[O:27])[cH:17][c:18]([C:19](=[O:20])[Cl:21])[cH:22][cH:23]1.[K+:12].[K+:13].[OH2:28]>>[CH3:1][CH:2]([C:3](=[O:4])[OH:5])[CH2:6][S:7][C:19]([c:18]1[cH:17][c:16]([S:24]([NH2:25])(=[O:26])=[O:27])[c:15]([Cl:14])[cH:23][cH:22]1)=[O:20].